From a dataset of the Open Reaction Database (ORD), a public repository of structured organic reaction records. describe an organic reaction: reactants, conditions, products, and yield The reactants are O=C(O)C(Br)c1ccccc1, CCN=C=NCCCN(C)C, CN(C)c1ccncc1, CCOC(C)=O, ClCCl, CC(O)c1ccccc1. The product is CC(OC(=O)C(Br)c1ccccc1)c1ccccc1. As a reaction SMILES: [Br:1][CH:2]([C:3](=[O:4])[OH:5])[c:6]1[cH:7][cH:8][cH:9][cH:10][cH:11]1.[CH3:21][CH2:22][N:23]=[C:24]=[N:25][CH2:26][CH2:27][CH2:28][N:29]([CH3:30])[CH3:31].[CH3:32][N:33]([c:34]1[cH:35][cH:36][n:37][cH:38][cH:39]1)[CH3:40].[CH3:44][CH2:45][O:46][C:47](=[O:48])[CH3:49].[Cl:41][CH2:42][Cl:43].[c:12]1([CH:18]([CH3:19])[OH:20])[cH:13][cH:14][cH:15][cH:16][cH:17]1>>[Br:1][CH:2]([C:3](=[O:4])[O:5][CH:18]([c:12]1[cH:13][cH:14][cH:15][cH:16][cH:17]1)[CH3:19])[c:6]1[cH:7][cH:8][cH:9][cH:10][cH:11]1. Reaction SMILES: [NH2:1][CH2:2][CH2:3][N:4]1[CH:8]=[CH:7][NH:6][C:5]1=[O:9].[Br:10][C:11]1[C:16]2[S:17][C:18]([C:20]3[C:25]([F:26])=[CH:24][N:23]=[C:22](Cl)[N:21]=3)=[CH:19][C:15]=2[CH:14]=[CH:13][CH:12]=1>O1CCOCC1>[Br:10][C:11]1[C:16]2[S:17][C:18]([C:20]3[C:25]([F:26])=[CH:24][N:23]=[C:22]([NH:1][CH2:2][CH2:3][N:4]4[CH2:8][CH2:7][NH:6][C:5]4=[O:9])[N:21]=3)=[CH:19][C:15]=2[CH:14]=[CH:13][CH:12]=1. Starting materials: NCCN1C(NC=C1)=O (1-(2-aminoethyl)-2-imidazolone), BrC1=CC=CC2=C1SC(=C2)C2=NC(=NC=C2F)Cl (4-(7-bromo-benzo[b]thiophen-2-yl)-2-chloro-5-fluoro-pyrimidine). Reported procedure: Combine 1-(2-aminoethyl)-2-imidazolone (100 g, 774 mmol) with 4-(7-bromo-benzo[b]thiophen-2-yl)-2-chloro-5-fluoro-pyrimidine (90 g, 262 mmol) in 1,4-dioxane (650 mL) and heat to 90° C. with stirring under nitrogen for 3 hours. Cool the reaction to room temperature. Filter and wash the solid with water (3×500 mL) and diethyl ether (500 mL). Vacuum-dry at 50° C. to give the title compound (59.2 g, 52%) as a yellow solid. MS (ES) m/z 436 [M+1]+. The solvent is O1CCOCC1 (1,4-dioxane). Yields the product BrC1=CC=CC2=C1SC(=C2)C2=NC(=NC=C2F)NCCN2C(NCC2)=O (1-{2-[4-(7-Bromo-benzo[b]thiophen-2-yl)-5-fluoro-pyrimidin-2-ylamino]-ethyl}-imidazolidin-2-one). The yield is 51.8%. Reaction conditions: time 3 hour. The product is CC1=NOC(=C1C(C)(O)C1=CSC=C1)C (1-(3,5-Dimethyl-4-isoxazolyl)-1-(3-thienyl)ethanol). RXN SMILES: [C:1]([C:4]1[C:5]([CH3:10])=[N:6][O:7][C:8]=1[CH3:9])(=[O:3])[CH3:2].Br[C:12]1[CH:16]=[CH:15][S:14][CH:13]=1>>[CH3:10][C:5]1[C:4]([C:1]([C:12]2[CH:16]=[CH:15][S:14][CH:13]=2)([OH:3])[CH3:2])=[C:8]([CH3:9])[O:7][N:6]=1. Procedure details: The title compound was prepared following the general method of Example 4 but starting with 4-acetyl-3,5-dimethylisoxazole and 3-bromothiophene. Reactants: C(C)(=O)C=1C(=NOC1C)C (4-acetyl-3,5-dimethylisoxazole), BrC1=CSC=C1 (3-bromothiophene). Reactants: FC=1C=C(C=CC1C(F)(F)F)C1CC(CN(C1)C(=O)N1CCSCC1)C(=O)OC (Methyl 5-[3-fluoro-4-(trifluoromethyl)phenyl]-1-(thiomorpholin-4-ylcarbonyl)piperidine-3-carboxylate), CC(C)([O-])C.[K+] (potassium tert-butoxide), crude product. Product: FC=1C=C(C=CC1C(F)(F)F)C1CC(CN(C1)C(=O)N1CCSCC1)C(=O)O (5-[3-Fluoro-4-(trifluoromethyl)phenyl]-1-(thiomorpholin-4-ylcarbonyl)piperidine-3-carboxylic acid). RXN SMILES: [F:1][C:2]1[CH:3]=[C:4]([CH:12]2[CH2:17][N:16]([C:18]([N:20]3[CH2:25][CH2:24][S:23][CH2:22][CH2:21]3)=[O:19])[CH2:15][CH:14]([C:26]([O:28]C)=[O:27])[CH2:13]2)[CH:5]=[CH:6][C:7]=1[C:8]([F:11])([F:10])[F:9].CC(C)([O-])C.[K+]>>[F:1][C:2]1[CH:3]=[C:4]([CH:12]2[CH2:17][N:16]([C:18]([N:20]3[CH2:25][CH2:24][S:23][CH2:22][CH2:21]3)=[O:19])[CH2:15][CH:14]([C:26]([OH:28])=[O:27])[CH2:13]2)[CH:5]=[CH:6][C:7]=1[C:8]([F:11])([F:9])[F:10] |f:1.2|. Reported procedure: According to General Method 4A, 0.55 g (1.01 mmol) of the compound from Example 84A was reacted with 1.14 g (10.1 mmol) of potassium tert-butoxide. This gave 455 mg of crude product in 78% purity (LC-MS), which was reacted without any further purification steps. Yield: 550 mg (73% of theory) Starting materials: C(C1=CC=CC=C1)Br (benzyl bromide), ClC1=C(C=O)C=CC(=C1)F (2-chloro-4-fluorobenzaldehyde), C([O-])([O-])=O.[K+].[K+] (potassium carbonate), OC1=CC=C(C=C1)S (p-hydroxythiophenol). The solvent is CN(C=O)C (N,N-dimethylformamide). Conditions: temperature 50 celsius, time 2 hour. Product: C(C1=CC=CC=C1)OC1=CC=C(C=C1)SC1=CC(=C(C=O)C=C1)Cl (4-(4-benzyloxyphenylthio)-2-chlorobenzaldehyde). Reaction SMILES: [OH:1][C:2]1[CH:7]=[CH:6][C:5]([SH:8])=[CH:4][CH:3]=1.[Cl:9][C:10]1[CH:17]=[C:16](F)[CH:15]=[CH:14][C:11]=1[CH:12]=[O:13].C(=O)([O-])[O-].[K+].[K+].[CH2:25](Br)[C:26]1[CH:31]=[CH:30][CH:29]=[CH:28][CH:27]=1>CN(C)C=O>[CH2:25]([O:1][C:2]1[CH:7]=[CH:6][C:5]([S:8][C:16]2[CH:15]=[CH:14][C:11]([CH:12]=[O:13])=[C:10]([Cl:9])[CH:17]=2)=[CH:4][CH:3]=1)[C:26]1[CH:31]=[CH:30][CH:29]=[CH:28][CH:27]=1 |f:2.3.4|. Reported procedure: p-hydroxythiophenol (2.12 g) was dissolved in N,N-dimethylformamide (40 mL). To this solution, 2-chloro-4-fluorobenzaldehyde (2.66 g) and potassium carbonate (4.64 g) were added and the mixture was stirred for 2 hours at 50° C. Subsequently, benzyl bromide (4.00 mL) was added and the mixture was stirred for 1.5 hours at 50° C. and then for 2.5 hours at 70° C. The reaction mixture was extracted with ethyl acetate and the extract was washed sequentially with water and a saturated aqueous solution ...